This data is from the Open Reaction Database (ORD), a public repository of structured organic reaction records. The task is: describe an organic reaction: reactants, conditions, products, and yield Reactants: CCOC(=O)CNC(=O)c1nc2ccc(Cl)nn2c1Cl, CCN(C(C)C)C(C)C, CN1CCCC1=O, O, NCCCN1CCC(OC(c2ccccc2)c2ccccc2)CC1. The product is CCOC(=O)CNC(=O)c1nc2ccc(NCCCN3CCC(OC(c4ccccc4)c4ccccc4)CC3)nn2c1Cl. RXN SMILES: [CH2:25]([CH3:26])[O:27][C:28]([CH2:29][NH:30][C:31](=[O:32])[c:33]1[n:34][c:35]2[n:36]([n:37][c:38]([Cl:41])[cH:39][cH:40]2)[c:42]1[Cl:43])=[O:44].[CH2:45]([N:46]([CH:47]([CH3:48])[CH3:49])[CH:50]([CH3:51])[CH3:52])[CH3:53].[CH3:55][N:56]1[CH2:57][CH2:58][CH2:59][C:60]1=[O:61].[OH2:54].[c:1]1([CH:7]([O:8][CH:9]2[CH2:10][CH2:11][N:12]([CH2:15][CH2:16][CH2:17][NH2:18])[CH2:13][CH2:14]2)[c:19]2[cH:20][cH:21][cH:22][cH:23][cH:24]2)[cH:2][cH:3][cH:4][cH:5][cH:6]1>>[c:1]1([CH:7]([O:8][CH:9]2[CH2:10][CH2:11][N:12]([CH2:15][CH2:16][CH2:17][NH:18][c:38]3[n:37][n:36]4[c:35]([n:34][c:33]([C:31]([NH:30][CH2:29][C:28]([O:27][CH2:25][CH3:26])=[O:44])=[O:32])[c:42]4[Cl:43])[cH:40][cH:39]3)[CH2:13][CH2:14]2)[c:19]2[cH:20][cH:21][cH:22][cH:23][cH:24]2)[cH:2][cH:3][cH:4][cH:5][cH:6]1. Starting materials: CCOC(=O)C(=Cc1ccc(-n2cnc(C)c2)c(OC)c1)CCCNC1CCCc2ccc(OC)cc21, CCO, Cl, [Na+], [OH-]. Yields the product COc1ccc2c(c1)C(N1CCCC(=Cc3ccc(-n4cnc(C)c4)c(OC)c3)C1=O)CCC2. RXN SMILES: [CH2:3]([O:5][C:6](=[O:4])[C:7]([CH2:8][CH2:9][CH2:10][NH:11][CH:12]1[CH2:13][CH2:14][CH2:15][c:16]2[cH:17][cH:18][c:19]([O:22][CH3:23])[cH:20][c:21]21)=[CH:24][c:25]1[cH:26][c:27]([O:37][CH3:38])[c:28](-[n:31]2[cH:32][n:33][c:34]([CH3:36])[cH:35]2)[cH:29][cH:30]1)[CH3:39].[CH3:41][CH2:42][OH:43].[ClH:40].[Na+:2].[OH-:1]>>[O:5]=[C:6]1[C:7](=[CH:24][c:25]2[cH:26][c:27]([O:37][CH3:38])[c:28](-[n:31]3[cH:32][n:33][c:34]([CH3:36])[cH:35]3)[cH:29][cH:30]2)[CH2:8][CH2:9][CH2:10][N:11]1[CH:12]1[CH2:13][CH2:14][CH2:15][c:16]2[cH:17][cH:18][c:19]([O:22][CH3:23])[cH:20][c:21]21. Starting materials: C[O-].[Na+] (NaOMe), COC(C1=CC=C(C=C1)NS(NCC(=O)OCC)(=O)=O)=O (4-(Ethoxycarbonylmethylsulfamylamino)-benzoic acid methyl ester), hexanes ethyl acetate. The solvent is CO (methanol), CO (methanol). Reaction conditions: temperature 0 celsius, time 8 hour. Product: COC(C1=CC=C(C=C1)N1S(NC(C1)=O)(=O)=O)=O (4-(1,1,4-Trioxo-1λ6-[1,2,5]thiadiazolidin-2-yl)-benzoic acid methyl ester). RXN SMILES: [CH3:1][O:2][C:3](=[O:21])[C:4]1[CH:9]=[CH:8][C:7]([NH:10][S:11](=[O:20])(=[O:19])[NH:12][CH2:13][C:14](OCC)=O)=[CH:6][CH:5]=1.C[O-:23].[Na+]>CO>[CH3:1][O:2][C:3](=[O:21])[C:4]1[CH:9]=[CH:8][C:7]([N:10]2[CH2:14][C:13](=[O:23])[NH:12][S:11]2(=[O:20])=[O:19])=[CH:6][CH:5]=1 |f:1.2|. Procedure details: Compound 102 was dissolved in 5 mL of methanol and cooled to 0° C. A solution of freshly prepared NaOMe in methanol was added, and the solution was warmed to room temperature and stirred overnight. TLC (70:30 hexanes/ethyl acetate) showed no starting material. The reaction was acidified with Dowex resin, filtered, and concentrated to a white solid. The compound 103 was recrystallized from ethyl acetate/hexanes. Reactants: FC(C(=O)O)(F)F (trifluoroacetic acid), CC1=CC2=C(NC(=N2)N[C@@H](CC2=CC=C(C=C2)OCCCC(NC=2NCCCN2)=O)C(=O)OC(C)(C)C)C=C1 ((1,1-dimethyl ethyl) N-[5-methyl-1H-benzimidazol-2-yl]-O-[4-oxo-4-[(1,4,5,6-tetrahydro-2-pyrimidinyl)amino]butyl]-L-tyrosinate), C1(=CC=CC=C1)C (toluene). The solvent is ClCCl (dichloromethane). Reaction conditions: time 5 hour. Product: CC1=CC2=C(NC(=N2)N[C@@H](CC2=CC=C(C=C2)OCCCC(NC=2NCCCN2)=O)C(=O)O)C=C1 (N-[5-methyl-1H-benzimidazol-2-yl]-O-[4-oxo-4-[(1,4,5,6-tetrahydro-2-pyrimidinyl)amino]butyl]-L-tyrosine). Isolated yield 83.8%. As a reaction SMILES: FC(F)(F)C(O)=O.[CH3:8][C:9]1[CH:46]=[CH:45][C:12]2[NH:13][C:14]([NH:16][C@H:17]([C:38]([O:40]C(C)(C)C)=[O:39])[CH2:18][C:19]3[CH:24]=[CH:23][C:22]([O:25][CH2:26][CH2:27][CH2:28][C:29](=[O:37])[NH:30][C:31]4[NH:32][CH2:33][CH2:34][CH2:35][N:36]=4)=[CH:21][CH:20]=3)=[N:15][C:11]=2[CH:10]=1.C1(C)C=CC=CC=1>ClCCl>[CH3:8][C:9]1[CH:46]=[CH:45][C:12]2[NH:13][C:14]([NH:16][C@H:17]([C:38]([OH:40])=[O:39])[CH2:18][C:19]3[CH:24]=[CH:23][C:22]([O:25][CH2:26][CH2:27][CH2:28][C:29](=[O:37])[NH:30][C:31]4[NH:32][CH2:33][CH2:34][CH2:35][N:36]=4)=[CH:21][CH:20]=3)=[N:15][C:11]=2[CH:10]=1. Procedure: 1 ml of trifluoroacetic acid is added to 20 mg of the ester 4-5b in 3 ml of dichloromethane, followed by agitating for 5 hours at ambient temperature then adding toluene. After evaporating under reduced pressure, taking up in dichloromethane and crystallizing by adding an Et2O/pentane mixture, 15 mg of 4-6b is obtained. Reactants: CC(=COC(C)=O)CCCC(CCC=C(C)C)C (acetic acid 2,6,10-trimethyl-undeca-1,9-dienyl ester), CC(CCOC(CCC(=O)Cl)=O)CCC=C(C)C (3-chlorocarbonyl-propionic acid 3,7-dimethyl-oct-6-enyl ester), CC(C)([O-])C.[K+] (potassium tert-butoxide), CC(=COC(CCC(=O)OCCC(CC=CC(C)C)C)=O)CCCC(CCC=C(C)C)C (succinic acid 3,7-dimethyl-oct-5-enyl ester 2,6,10-trimethyl-undeca-1,9-dienyl ester). The product is CC(=COC(CCC(=O)OCCC(CCC=C(C)C)C)=O)CCCC(CCC=C(C)C)C (Succinic acid 3,7-dimethyl-oct-6-enyl ester 2,6,10-trimethyl-undeca-1,9-dienyl ester). RXN SMILES: [CH3:1][C:2]([CH2:22][CH2:23][CH2:24][CH:25]([CH3:32])[CH2:26][CH2:27][CH:28]=[C:29]([CH3:31])[CH3:30])=[CH:3][O:4][C:5](=[O:21])[CH2:6][CH2:7][C:8]([O:10][CH2:11][CH2:12][CH:13]([CH3:20])[CH2:14][CH:15]=[CH:16][CH:17]([CH3:19])[CH3:18])=[O:9].CC(CCCC(C)CCC=C(C)C)=COC(=O)C.CC(CCC=C(C)C)CCOC(=O)CCC(Cl)=O.CC(C)([O-])C.[K+]>>[CH3:1][C:2]([CH2:22][CH2:23][CH2:24][CH:25]([CH3:32])[CH2:26][CH2:27][CH:28]=[C:29]([CH3:30])[CH3:31])=[CH:3][O:4][C:5](=[O:21])[CH2:6][CH2:7][C:8]([O:10][CH2:11][CH2:12][CH:13]([CH3:20])[CH2:14][CH2:15][CH:16]=[C:17]([CH3:18])[CH3:19])=[O:9] |f:3.4|. Procedure details: According to the same procedure, succinic acid 3,7-dimethyl-oct-5-enyl ester 2,6,10-trimethyl-undeca-1,9-dienyl ester was prepared from acetic acid 2,6,10-trimethyl-undeca-1,9-dienyl ester, 3-chlorocarbonyl-propionic acid 3,7-dimethyl-oct-6-enyl ester and potassium tert-butoxide. Starting materials: CC1=NC(=NO1)C1=CC=C(C=C1)N (4-(5-methyl-[1,2,4]oxadiazol-3-yl)phenylamine), COC1=CC(=CC=2COCOC21)C=O (8-methoxy-4H-benzo[1,3]dioxine-6-carbaldehyde), C[Si](C)(C)C#N (trimethylsilyl cyanide). Reagents/catalysts: C(F)(F)(F)S(=O)(=O)[O-].C(F)(F)(F)S(=O)(=O)[O-].C(F)(F)(F)S(=O)(=O)[O-].[Yb+3] (Yb(OTf)3). Solvent: C1CCOC1 (THF). Conditions: time 8 hour. Product: COC1=CC(=CC=2COCOC21)C(C#N)NC2=CC=C(C=C2)C2=NOC(=N2)C ((8-methoxy-4H-benzo[1,3]dioxin-6-yl)-[4-(5-methyl-[1,2,4]oxadiazol-3-yl)phenylamino]acetonitrile). RXN SMILES: [CH3:1][C:2]1[O:6][N:5]=[C:4]([C:7]2[CH:12]=[CH:11][C:10]([NH2:13])=[CH:9][CH:8]=2)[N:3]=1.[CH3:14][O:15][C:16]1[C:25]2[O:24][CH2:23][O:22][CH2:21][C:20]=2[CH:19]=[C:18]([CH:26]=O)[CH:17]=1.C[Si]([C:32]#[N:33])(C)C>C1COCC1.C(S([O-])(=O)=O)(F)(F)F.C(S([O-])(=O)=O)(F)(F)F.C(S([O-])(=O)=O)(F)(F)F.[Yb+3]>[CH3:14][O:15][C:16]1[C:25]2[O:24][CH2:23][O:22][CH2:21][C:20]=2[CH:19]=[C:18]([CH:26]([NH:13][C:10]2[CH:11]=[CH:12][C:7]([C:4]3[N:3]=[C:2]([CH3:1])[O:6][N:5]=3)=[CH:8][CH:9]=2)[C:32]#[N:33])[CH:17]=1 |f:4.5.6.7|. Reported procedure: To a solution of 3.5 g of Yb(OTf)3 in 250 ml of THF there were added 9.8 g of 4-(5-methyl-[1,2,4]oxadiazol-3-yl)phenylamine, 10.8 g of 8-methoxy-4H-benzo[1,3]dioxine-6-carbaldehyde, 10 g of MS3A and 15 ml of trimethylsilyl cyanide under a nitrogen atmosphere, and the mixture was stirred overnight at room temperature. The reaction mixture was filtered through celite, and the celite was washed with 1000 ml of ethyl acetate. The organic layer was concentrated under reduced pressure to give the titl... Reactants: C1(C=2C(C(N1C(CCCCO)C)=O)=CC=CC2)=O (5-phthalimidohexanol), NCCCCCCO (6-aminohexanol), C1(C=2C(C(=O)O1)=CC=CC2)=O (phthalic anhydride). The product is C1(C=2C(C(N1CCCCCCO)=O)=CC=CC2)=O (6-Phthalimidohexanol). Isolated yield 91.0%. RXN SMILES: [C:1]1(=[O:18])[N:5]([CH:6](C)[CH2:7][CH2:8][CH2:9][CH2:10]O)[C:4](=[O:13])[C:3]2=[CH:14][CH:15]=[CH:16][CH:17]=[C:2]12.NCCCCC[CH2:25][OH:26].C1(=O)OC(=O)C2=CC=CC=C12>>[C:4]1(=[O:13])[N:5]([CH2:6][CH2:7][CH2:8][CH2:9][CH2:10][CH2:25][OH:26])[C:1](=[O:18])[C:2]2=[CH:17][CH:16]=[CH:15][CH:14]=[C:3]12. Procedure details: This compound was prepared in the same manner as 5-phthalimidohexanol from 6-aminohexanol (3.51 g, 30.0 mmol) and phthalic anhydride (4.44 g, 30.0 mmol) to give the product as brown oil: yield 91%; 1H NMR (CDCl3) δ 1.3-1.8 (m, 8H), 3.6-3.7 (m, 4H), 4.3 (t, J=6.5 Hz, 1H), 7.7 (m, 2H), 7.8 (m, 2H).